This data is from the Open Reaction Database (ORD), a public repository of structured organic reaction records. The task is: describe an organic reaction: reactants, conditions, products, and yield The reactants are Cc1ccc(N)cc1C(=O)c1ccc(Nc2ccc(F)cc2F)cc1Cl, O=C=NCCc1ccccc1, C1COCCO1. The product is Cc1ccc(NC(=O)NCCc2ccccc2)cc1C(=O)c1ccc(Nc2ccc(F)cc2F)cc1Cl. RXN SMILES: [NH2:1][c:2]1[cH:3][cH:4][c:5]([CH3:26])[c:6]([C:8](=[O:9])[c:10]2[c:11]([Cl:25])[cH:12][c:13]([NH:16][c:17]3[c:18]([F:24])[cH:19][c:20]([F:23])[cH:21][cH:22]3)[cH:14][cH:15]2)[cH:7]1.[O:27]=[C:28]=[N:29][CH2:30][CH2:31][c:32]1[cH:33][cH:34][cH:35][cH:36][cH:37]1.[O:38]1[CH2:39][CH2:40][O:41][CH2:42][CH2:43]1>>[NH:1]([c:2]1[cH:3][cH:4][c:5]([CH3:26])[c:6]([C:8](=[O:9])[c:10]2[c:11]([Cl:25])[cH:12][c:13]([NH:16][c:17]3[c:18]([F:24])[cH:19][c:20]([F:23])[cH:21][cH:22]3)[cH:14][cH:15]2)[cH:7]1)[C:28](=[O:27])[NH:29][CH2:30][CH2:31][c:32]1[cH:33][cH:34][cH:35][cH:36][cH:37]1. The reactants are CCOC(=O)C1=C(c2ccccc2)c2ccc(OC)cc2C1(O)Cc1ccccc1, C1CCOC1, CCO, [Na+], [OH-]. The product is COc1ccc2c(c1)C(O)(Cc1ccccc1)C(C(=O)O)=C2c1ccccc1. Reaction SMILES: [CH2:1]([CH3:2])[O:3][C:4](=[O:5])[C:6]1=[C:14]([c:15]2[cH:16][cH:17][cH:18][cH:19][cH:20]2)[c:13]2[c:8]([cH:9][c:10]([O:21][CH3:22])[cH:11][cH:12]2)[C:7]1([OH:23])[CH2:24][c:25]1[cH:26][cH:27][cH:28][cH:29][cH:30]1.[CH2:33]1[O:34][CH2:35][CH2:36][CH2:37]1.[CH3:38][CH2:39][OH:40].[Na+:32].[OH-:31]>>[O:3]=[C:4]([OH:5])[C:6]1=[C:14]([c:15]2[cH:16][cH:17][cH:18][cH:19][cH:20]2)[c:13]2[c:8]([cH:9][c:10]([O:21][CH3:22])[cH:11][cH:12]2)[C:7]1([OH:23])[CH2:24][c:25]1[cH:26][cH:27][cH:28][cH:29][cH:30]1.